Task: describe an organic reaction: reactants, conditions, products, and yield. Dataset: the Open Reaction Database (ORD), a public repository of structured organic reaction records Starting materials: BrB(Br)Br, CCc1cc(OC)c(Oc2ccc(C(=O)N3CC(=O)NC(=O)C3)cc2F)cc1F, [Cl-], ClCCl, [NH4+]. Yields the product CCc1cc(O)c(Oc2ccc(C(=O)N3CC(=O)NC(=O)C3)cc2F)cc1F. Reaction SMILES: [B:1]([Br:2])([Br:3])[Br:4].[CH2:5]([CH3:6])[c:7]1[cH:8][c:9]([O:32][CH3:33])[c:10]([O:11][c:12]2[c:13]([F:28])[cH:14][c:15]([C:16](=[O:17])[N:18]3[CH2:19][C:20](=[O:25])[NH:21][C:22](=[O:24])[CH2:23]3)[cH:26][cH:27]2)[cH:29][c:30]1[F:31].[Cl-:34].[Cl:36][CH2:37][Cl:38].[NH4+:35]>>[CH2:5]([CH3:6])[c:7]1[cH:8][c:9]([OH:32])[c:10]([O:11][c:12]2[c:13]([F:28])[cH:14][c:15]([C:16](=[O:17])[N:18]3[CH2:19][C:20](=[O:25])[NH:21][C:22](=[O:24])[CH2:23]3)[cH:26][cH:27]2)[cH:29][c:30]1[F:31]. Reactants: CCO[Si](OCC)(OCC)OCC (TEOS), NCCC[Si](OCC)(OCC)OCC (GAPS), CO[Si](OC)(OC)OC (tetramethylorthosilicate), NCCC[Si](OCC)(OCC)OCC (γ-aminopropyltriethoxysilane). Run in O (water). Reaction conditions: time 16 hour. Product: CO[Si](OC)(OC)OC.NCCC[Si](OCC)(OCC)OCC (TMOS GAPS). Reaction SMILES: C[CH2:2][O:3][Si:4]([O:11][CH2:12]C)([O:8][CH2:9]C)[O:5][CH2:6]C.[NH2:14][CH2:15][CH2:16][CH2:17][Si:18]([O:25][CH2:26][CH3:27])([O:22][CH2:23][CH3:24])[O:19][CH2:20][CH3:21].CO[Si](OC)(OC)OC>O>[CH3:2][O:3][Si:4]([O:11][CH3:12])([O:8][CH3:9])[O:5][CH3:6].[NH2:14][CH2:15][CH2:16][CH2:17][Si:18]([O:25][CH2:26][CH3:27])([O:19][CH2:20][CH3:21])[O:22][CH2:23][CH3:24] |f:4.5|. Reported procedure: Substrate film casting procedure—HEC and TEOS and GAPS HEC (1.25 g) was completely dissolved in deionized water (250 mL) and stirred vigorously for about 16 hours to provide a 0.5 wt % solution. Then 0.875 mL tetramethylorthosilicate (TMOS) and 0.125 mL γ-aminopropyltriethoxysilane (GAPS) were added to the 50 g of the HEC solution with stirring to provide a 1:3.5:0.5 (w:v:v) HEC/TMOS/GAPS solution. After approximately 10 minutes, the combined HEC/silica solution was added to a well plate as abov... Starting materials: ClC=1C=C(C=CC1)N1N=C(C=C1C1=CC(=CC=C1)OC(F)(F)F)C(=O)O (1-(3-Chlorophenyl)-5-[3-(trifluoromethoxy)phenyl]-1H-pyrazole-3-carboxylic acid), ClC=1C=C(C=CC1F)N1N=C(C=C1C1=CC(=CC(=C1)F)Cl)C(=O)N1CNC(C1)=O (1-{[1-(3-Chloro-4-fluorophenyl)-5-(3-chloro-5-fluorophenyl)-1H-pyrazol-3-yl]carbonyl}imidazolidin-4-one). The product is ClC=1C=C(C=CC1)N1N=C(C=C1C1=CC(=CC=C1)OC(F)(F)F)C(=O)N1CNC(C1)=O (1-({1-(3-Chlorophenyl)-5-[3-(trifluoromethoxy)phenyl]-1H-pyrazol-3-yl}carbonyl)imidazolidin-4-one). As a reaction SMILES: [Cl:1][C:2]1[CH:3]=[C:4]([N:8]2[C:12]([C:13]3[CH:18]=[CH:17][CH:16]=[C:15]([O:19][C:20]([F:23])([F:22])[F:21])[CH:14]=3)=[CH:11][C:10]([C:24]([OH:26])=O)=[N:9]2)[CH:5]=[CH:6][CH:7]=1.ClC1C=C(N2C(C3C=C(F)C=C(Cl)C=3)=CC(C([N:50]3[CH2:54][C:53](=[O:55])[NH:52][CH2:51]3)=O)=N2)C=CC=1F>>[Cl:1][C:2]1[CH:3]=[C:4]([N:8]2[C:12]([C:13]3[CH:18]=[CH:17][CH:16]=[C:15]([O:19][C:20]([F:22])([F:21])[F:23])[CH:14]=3)=[CH:11][C:10]([C:24]([N:50]3[CH2:54][C:53](=[O:55])[NH:52][CH2:51]3)=[O:26])=[N:9]2)[CH:5]=[CH:6][CH:7]=1. Procedure details: The preparation of the title compound takes place starting from the compound of Example 76A in analogy to the synthesis of the compound of Example 1. 24 mg (64% of theory) of the title compound are obtained. Reactants: BrCc1ccccc1, O=C([O-])[O-], CCOC(C)=O, CN(C)C=O, [I-], [K+], [K+], [K+], O=Cc1ccc(O)cc1. Yields the product O=Cc1ccc(OCc2ccccc2)cc1. Reaction SMILES: [Br:18][CH2:19][c:20]1[cH:21][cH:22][cH:23][cH:24][cH:25]1.[C:10](=[O:11])([O-:12])[O-:13].[CH3:26][CH2:27][O:28][C:29](=[O:30])[CH3:31].[CH3:32][N:33]([CH3:34])[CH:35]=[O:36].[I-:17].[K+:14].[K+:15].[K+:16].[OH:1][c:2]1[cH:3][cH:4][c:5]([CH:6]=[O:7])[cH:8][cH:9]1>>[O:1]([c:2]1[cH:3][cH:4][c:5]([CH:6]=[O:7])[cH:8][cH:9]1)[CH2:19][c:20]1[cH:21][cH:22][cH:23][cH:24][cH:25]1. The reactants are C(C)(=S)O (thioacetic acid), C(#N)[C@@H]1CCS[C@H]1CO (trans-4-cyano-5-hydroxymethyltetrahydrothiophene), C1(=CC=CC=C1)P(C1=CC=CC=C1)C1=CC=CC=C1 (triphenylphosphine), CCOC(=O)/N=N/C(=O)OCC (diethylazodicarboxylate), C([O-])(O)=O.[Na+] (sodium bicarbonate). Solvent: C1CCOC1 (THF), C1CCOC1 (THF), C1CCOC1 (THF). Conditions: time 30 minute. Product: C(C)(=O)SC[C@H]1[C@@H](CCS1)C#N (trans-5-acetylthiomethyl-4-cyanotetrahydrothiophene). The yield is 85.7%. Reaction SMILES: [C:1]([C@H:3]1[C@H:7]([CH2:8]O)[S:6][CH2:5][CH2:4]1)#[N:2].C1(P(C2C=CC=CC=2)C2C=CC=CC=2)C=CC=CC=1.CCOC(/N=N/C(OCC)=O)=O.[C:41]([OH:44])(=[S:43])[CH3:42].C(=O)(O)[O-].[Na+]>C1COCC1>[C:41]([S:43][CH2:8][C@@H:7]1[S:6][CH2:5][CH2:4][C@H:3]1[C:1]#[N:2])(=[O:44])[CH3:42] |f:4.5|. Procedure: To a stirred solution of trans-4-cyano-5-hydroxymethyltetrahydrothiophene (78 mg) and triphenylphosphine (283 mg) in THF (3 ml), diethylazodicarboxylate (188 mg) dissolved in THF (1.2 ml) and thioacetic acid (82 mg) dissolved in THF (1.2 ml) were added dropwise under ice-cooling and the mixture was stirred for 30 minutes. Saturated aqueous sodium bicarbonate solution was added to the mixture and extracted with diethylether. The organic layer was washed with saturated sodium chloride solution, dr...